Dataset: the Open Reaction Database (ORD), a public repository of structured organic reaction records. Task: describe an organic reaction: reactants, conditions, products, and yield Starting materials: C[Si](C)(C)C=[N+]=[N-], CC(=O)O, CCCCCC, CO, O=C(O)c1cccc([N+](=O)[O-])c1Cl. Product: COC(=O)c1cccc([N+](=O)[O-])c1Cl. RXN SMILES: [CH3:1][Si:2]([CH:3]=[N+:4]=[N-:5])([CH3:6])[CH3:7].[CH3:21][C:22](=[O:23])[OH:24].[CH3:25][CH2:26][CH2:27][CH2:28][CH2:29][CH3:30].[CH3:31][OH:32].[Cl:8][c:9]1[c:10]([N+:18](=[O:19])[O-:20])[cH:11][cH:12][cH:13][c:14]1[C:15](=[O:16])[OH:17]>>[CH3:1][O:17][C:15]([c:14]1[c:9]([Cl:8])[c:10]([N+:18](=[O:19])[O-:20])[cH:11][cH:12][cH:13]1)=[O:16]. Starting materials: CCOC(=O)c1onc(-c2ccccc2)c1CBr, O=C([O-])[O-], CCOC(=O)CNCc1ccc(OC)cc1OC, CCOC(C)=O, [K+], [K+], CN(C)C=O, O. The product is CCOC(=O)CN(Cc1ccc(OC)cc1OC)Cc1c(-c2ccccc2)noc1C(=O)OCC. RXN SMILES: [Br:1][CH2:2][c:3]1[c:4](-[c:13]2[cH:14][cH:15][cH:16][cH:17][cH:18]2)[n:5][o:6][c:7]1[C:8](=[O:9])[O:10][CH2:11][CH3:12].[C:37](=[O:38])([O-:39])[O-:40].[CH2:19]([CH3:20])[O:21][C:22]([CH2:23][NH:24][CH2:25][c:26]1[c:27]([O:34][CH3:35])[cH:28][c:29]([O:32][CH3:33])[cH:30][cH:31]1)=[O:36].[CH3:43][CH2:44][O:45][C:46]([CH3:47])=[O:48].[K+:41].[K+:42].[O:49]=[CH:50][N:51]([CH3:52])[CH3:53].[OH2:54]>>[CH2:2]([c:3]1[c:4](-[c:13]2[cH:14][cH:15][cH:16][cH:17][cH:18]2)[n:5][o:6][c:7]1[C:8](=[O:9])[O:10][CH2:11][CH3:12])[N:24]([CH2:23][C:22]([O:21][CH2:19][CH3:20])=[O:36])[CH2:25][c:26]1[c:27]([O:34][CH3:35])[cH:28][c:29]([O:32][CH3:33])[cH:30][cH:31]1. Starting materials: COC=1C=C(C(=O)O)C=CC1OC.C1(CCC(N1)=O)=O (succinimide 3,4-dimethoxybenzoate), N1(CCNCC1)C(=O)C=1C=C2CCC(NC2=CC1)=O (6-(1-piperazinylcarbonyl)-3,4-dihydrocarbostyril), O (water). Solvent: CN(C=O)C (dimethylformamide). Reaction conditions: time 24 hour. The product is COC=1C=C(C(=O)N2CCN(CC2)C(=O)C=2C=C3CCC(NC3=CC2)=O)C=CC1OC (6-[4-(3,4-dimethoxybenzoyl)-1-piperazinylcarbonyl]-3,4-dihydrocarbostyril). RXN SMILES: [CH3:1][O:2][C:3]1[CH:4]=[C:5]([CH:9]=[CH:10][C:11]=1[O:12][CH3:13])[C:6]([OH:8])=O.C1(=O)NC(=O)CC1.[N:21]1([C:27]([C:29]2[CH:30]=[C:31]3[C:36](=[CH:37][CH:38]=2)[NH:35][C:34](=[O:39])[CH2:33][CH2:32]3)=[O:28])[CH2:26][CH2:25][NH:24][CH2:23][CH2:22]1.O>CN(C)C=O>[CH3:1][O:2][C:3]1[CH:4]=[C:5]([CH:9]=[CH:10][C:11]=1[O:12][CH3:13])[C:6]([N:24]1[CH2:25][CH2:26][N:21]([C:27]([C:29]2[CH:30]=[C:31]3[C:36](=[CH:37][CH:38]=2)[NH:35][C:34](=[O:39])[CH2:33][CH2:32]3)=[O:28])[CH2:22][CH2:23]1)=[O:8] |f:0.1|. Procedure details: 123 Grams of succinimide 3,4-dimethoxybenzoate and 137 mg of 6-(1-piperazinylcarbonyl)-3,4-dihydrocarbostyril were dissolved in 2 ml of dimethylformamide and stirred for 24 hours. The water was added to the reaction mixture and extracted with chloroform, the chloroform extract was washed with water and a saturated sodium chloride aqueous solution and dried with anhydrous sodium sulfate. The solvent was removed by distillation and the residue was recrystallized from ethanol-chloroform to obtain 1... Reactants: CC1=C(CO)C(=CC=C1)C (2,6-Dimethylbenzyl Alcohol), Cl[Si](C)(C)C (chlorotrimethylsilane), C1(C=2C(C(N1)=O)=CC=CC2)=O.[K] (potassium phthalimide). Solvent: CN(C)C=O (DMF), CS(=O)C (DMSO), O (water), C(C)(=O)OCC (ethyl acetate), C(C)(=O)OCC (ethyl acetate). Run at time 1 hour. Product: CC1=C(CN2C(C=3C(C2=O)=CC=CC3)=O)C(=CC=C1)C (N-(2,6-Dimethylbenzyl)phthalimide). Reaction SMILES: [CH3:1][C:2]1[CH:9]=[CH:8][CH:7]=[C:6]([CH3:10])[C:3]=1[CH2:4]O.Cl[Si](C)(C)C.[C:16]1(=[O:26])[NH:20][C:19](=[O:21])[C:18]2=[CH:22][CH:23]=[CH:24][CH:25]=[C:17]12.[K]>CS(C)=O.CN(C=O)C.C(OCC)(=O)C.O>[CH3:1][C:2]1[CH:9]=[CH:8][CH:7]=[C:6]([CH3:10])[C:3]=1[CH2:4][N:20]1[C:16](=[O:26])[C:17]2=[CH:25][CH:24]=[CH:23][CH:22]=[C:18]2[C:19]1=[O:21] |f:2.3,^1:26|. Procedure details: To a stirred solution of 2,6-Dimethylbenzyl Alcohol (Step A, 6.59 g, 48.4 mmol) in DMSO (20 ml) was added chlorotrimethylsilane (15.75 ml, 145 mmol) at room temperature, and the mixture was stirred for one hr. To this reaction mixture were added ethyl acetate and water, the organic layer was washed with brine, dried over Na2SO4, filtered and concentrated to give an oil. The oily residue was redissolved in DMF (100 ml) and potassium phthalimide (10.76 g, 58.1 mmol) was added. The reaction mixture... Procedure details: A solution of (5R)-5-(2,2-dimethyl-4H-1,3-benzodioxin-6-yl)-3-{6-[(2-hydroxyethyl)oxy]hexyl}-1,3-oxazolidin-2-one (2.00 g) in DMF (25 ml) under nitrogen was treated with sodium hydride (244 mg, 60% in oil) and the mixture was stirred at 20° for 15 min. 4-Bromobenzyl bromide (1.40 g) was added and the mixture was stirred at 20° for 18 h. Phosphate buffer solution (50 ml, pH6.5) and water (50 ml) were added and the mixture was extracted with EtOAc. The extract was washed with water, dried (Na2SO4)... The reactants are P(=O)([O-])([O-])[O-] (Phosphate), CC1(OCC2=C(O1)C=CC(=C2)[C@@H]2CN(C(O2)=O)CCCCCCOCCO)C ((5R)-5-(2,2-dimethyl-4H-1,3-benzodioxin-6-yl)-3-{6-[(2-hydroxyethyl)oxy]hexyl}-1,3-oxazolidin-2-one), [H-].[Na+] (sodium hydride), BrC1=CC=C(CBr)C=C1 (4-Bromobenzyl bromide). The yield is 74.3%. Product: BrC1=CC=C(COCCOCCCCCCN2C(O[C@@H](C2)C2=CC3=C(OC(OC3)(C)C)C=C2)=O)C=C1 ((5R)-3-(6-{2-[(4-Bromobenzyl)oxy]ethoxy}hexyl)-5-(2,2-dimethyl-4H-1,3-benzodioxin-6-yl)-1,3-oxazolidin-2-one). Run in O (water), CN(C)C=O (DMF). As a reaction SMILES: [CH3:1][C:2]1([CH3:28])[O:7][C:6]2[CH:8]=[CH:9][C:10]([C@H:12]3[O:16][C:15](=[O:17])[N:14]([CH2:18][CH2:19][CH2:20][CH2:21][CH2:22][CH2:23][O:24][CH2:25][CH2:26][OH:27])[CH2:13]3)=[CH:11][C:5]=2[CH2:4][O:3]1.[H-].[Na+].[Br:31][C:32]1[CH:39]=[CH:38][C:35]([CH2:36]Br)=[CH:34][CH:33]=1.P([O-])([O-])([O-])=O>CN(C=O)C.O>[Br:31][C:32]1[CH:39]=[CH:38][C:35]([CH2:36][O:27][CH2:26][CH2:25][O:24][CH2:23][CH2:22][CH2:21][CH2:20][CH2:19][CH2:18][N:14]2[CH2:13][C@@H:12]([C:10]3[CH:9]=[CH:8][C:6]4[O:7][C:2]([CH3:28])([CH3:1])[O:3][CH2:4][C:5]=4[CH:11]=3)[O:16][C:15]2=[O:17])=[CH:34][CH:33]=1 |f:1.2|. Conditions: time 15 minute. Reactants: [N+](=O)([O-])C1=CC=C(C=C1)S(=O)(=O)OC[C@@H]1[C@H]([C@H]([C@@H](O1)N1C=NC=2C(NC(C3=CC=CC=C3)=O)=NC=NC12)OC)O[Si](C1=CC=CC=C1)(C1=CC=CC=C1)C(C)(C)C (5'-O-(4-Nitrobenzenesulfonyl)-3'-O-t-butyldiphenylsilyl-N6 -benzoyl-2'-O-methyladenosine), ClC[C@@H]1[C@H]([C@H]([C@@H](O1)N1C=NC=2C(NC(C3=CC=CC=C3)=O)=NC=NC12)OC)O[Si](C1=CC=CC=C1)(C1=CC=CC=C1)C(C)(C)C (5'-chloro-5'deoxy-3'-O-t-butyldiphenylsilyl-N6 -benzoyl-2'-O-methyladenosine), [Li]N=[N+]=[N-] (LiN3). Solvent: CS(=O)C (DMSO). Yields the product N(=[N+]=[N-])C[C@@H]1[C@H]([C@H]([C@@H](O1)N1C=NC=2C(NC(C3=CC=CC=C3)=O)=NC=NC12)OC)O[Si](C1=CC=CC=C1)(C1=CC=CC=C1)C(C)(C)C (5'-Azido-5'-deoxy-3'-O-t-butyldiphenylsilyl-N6 -benzoyl-2'-O-methyladenosine). Yield: 64.7%. Reaction conditions: temperature 80 celsius, time 8 hour. Procedure: (FIG. 8C) The above mixture of 14 and 15 (3.9 g) was dissolved in dry DMSO (30 mL) and LiN3 (1.18 g, 24 mmol) was added. The reaction mixture was stirred at 80° C. overnight, then concentrated in vacuo (oil pump). After standard work up and column chromatography using 1-2% gradient MeOH in CH2Cl2 16 was obtained as a colorless foam (2.55 g), 1H NMR δ 8.92 (br s, 1H, NH), 8.72 (s, 1H, H2), 8.15 (s, 1H, H8), 8.02-7.36 (m, 15H, 3×Ph), 6.14 (d, J1',2' =3.4, 1H, H1'), 4.44 (app t, J3',4' =5.1, 1H, H3... As a reaction SMILES: [N+](C1C=CC(S(OC[C@H]2O[C@@H](N3C4N=CN=C(NC(=O)C5C=CC=CC=5)C=4N=C3)[C@H](OC)[C@@H]2O[Si](C(C)(C)C)(C2C=CC=CC=2)C2C=CC=CC=2)(=O)=O)=CC=1)([O-])=O.Cl[CH2:59][C@H:60]1[O:64][C@@H:63]([N:65]2[C:82]3[N:81]=[CH:80][N:79]=[C:69]([NH:70][C:71](=[O:78])[C:72]4[CH:77]=[CH:76][CH:75]=[CH:74][CH:73]=4)[C:68]=3[N:67]=[CH:66]2)[C@H:62]([O:83][CH3:84])[C@@H:61]1[O:85][Si:86]([C:99]([CH3:102])([CH3:101])[CH3:100])([C:93]1[CH:98]=[CH:97][CH:96]=[CH:95][CH:94]=1)[C:87]1[CH:92]=[CH:91][CH:90]=[CH:89][CH:88]=1.[Li][N:104]=[N+:105]=[N-:106]>CS(C)=O>[N:104]([CH2:59][C@H:60]1[O:64][C@@H:63]([N:65]2[C:82]3[N:81]=[CH:80][N:79]=[C:69]([NH:70][C:71](=[O:78])[C:72]4[CH:77]=[CH:76][CH:75]=[CH:74][CH:73]=4)[C:68]=3[N:67]=[CH:66]2)[C@H:62]([O:83][CH3:84])[C@@H:61]1[O:85][Si:86]([C:99]([CH3:102])([CH3:101])[CH3:100])([C:93]1[CH:98]=[CH:97][CH:96]=[CH:95][CH:94]=1)[C:87]1[CH:92]=[CH:91][CH:90]=[CH:89][CH:88]=1)=[N+:105]=[N-:106]. The reactants are C(C(=O)Cl)(=O)Cl (oxalyl chloride), CS(=O)C (dimethyl sulfoxide), C(C1=CC=CC=C1)N1CCC(=CC1)C(C)O (1-benzyl-4-(1-hydroxyethyl)-1,2,3,6-tetrahydropyridine). Run in ClCCl (dichloromethane), ClCCl (dichloromethane), C(C)N(CC)CC (triethylamine). Product: C(C)(=O)C=1CCN(CC1)CC1=CC=CC=C1 (4-acetyl-1-benzyl-1,2,3,6-tetrahydropyridine). Isolated yield 71.0%. Reaction SMILES: C(Cl)(=O)C(Cl)=O.CS(C)=O.[CH2:11]([N:18]1[CH2:23][CH:22]=[C:21]([CH:24]([OH:26])[CH3:25])[CH2:20][CH2:19]1)[C:12]1[CH:17]=[CH:16][CH:15]=[CH:14][CH:13]=1>ClCCl.C(N(CC)CC)C>[C:24]([C:21]1[CH2:22][CH2:23][N:18]([CH2:11][C:12]2[CH:17]=[CH:16][CH:15]=[CH:14][CH:13]=2)[CH2:19][CH:20]=1)(=[O:26])[CH3:25]. Procedure: To a solution of oxalyl chloride (5.8 ml) in dichloromethane (100 ml) were added dropwise dimethyl sulfoxide (9.44 ml), a solution of 1-benzyl-4-(1-hydroxyethyl)-1,2,3,6-tetrahydropyridine (13.7 g) in dichloromethane (30 ml) and triethylamine (44.2 ml ) under nitrogen atmosphere at -70° C. Then, the reaction mixture was allowed to warm at ambient temperature and precipitate was filtered off. The filtrate was concentrated in vacuo and the residue was dissolved in a mixture of ethyl acetate (200 m...